Dataset: the Open Reaction Database (ORD), a public repository of structured organic reaction records. Task: describe an organic reaction: reactants, conditions, products, and yield Starting materials: CN(CCCCl)C (3-dimethylaminopropyl chloride), C1(=CC=CC=C1)C1OC2(CCOCC2)C2=CC=CC=C12 (1,2',3,3',5',6'-hexahydro-3-phenylspiro(isobenzofuran-1,4'-pyran)). Product: Cl.CN(CCCC1(OC2(CCOCC2)C2=CC=CC=C12)C1=CC=CC=C1)C (3-(3-dimethylaminopropyl)-1,2',3,3',5',6'-hexahydro-3-phenylspiro[isobenzofuran-1,4'-pyran] hydrochloride). Reaction SMILES: [CH3:1][N:2]([CH3:7])[CH2:3][CH2:4][CH2:5][Cl:6].[C:8]1([CH:14]2[C:27]3[C:22](=[CH:23][CH:24]=[CH:25][CH:26]=3)[C:16]3([CH2:21][CH2:20][O:19][CH2:18][CH2:17]3)[O:15]2)[CH:13]=[CH:12][CH:11]=[CH:10][CH:9]=1>>[ClH:6].[CH3:1][N:2]([CH3:7])[CH2:3][CH2:4][CH2:5][C:14]1([C:8]2[CH:13]=[CH:12][CH:11]=[CH:10][CH:9]=2)[C:27]2[C:22](=[CH:23][CH:24]=[CH:25][CH:26]=2)[C:16]2([CH2:21][CH2:20][O:19][CH2:18][CH2:17]2)[O:15]1 |f:2.3|. Procedure: By following the manipulative procedure described above in Example 1c, 3-dimethylaminopropyl chloride is reacted with 1,2',3,3',5',6'-hexahydro-3-phenylspiro(isobenzofuran-1,4'-pyran). The hydrochloride salt of the product is recrystallized from an acetone-ethyl ether mixture to give 3-(3-dimethylaminopropyl)-1,2',3,3',5',6'-hexahydro-3-phenylspiro[isobenzofuran-1,4'-pyran] hydrochloride, m.p. 234.5° - 235.5°C. Starting materials: NCCCC=O (4-aminobutyraldehyde), C(CCC)Br (butyl bromide), solution, [OH-].[Na+] (sodium hydroxide). The solvent is C(C)O (ethanol). Product: C(CCC)N(CCCC=O)CCCC (4-dibutylaminobutyraldehyde). The yield is 39.0%. RXN SMILES: [NH2:1][CH2:2][CH2:3][CH2:4][CH:5]=[O:6].[CH2:7](Br)[CH2:8][CH2:9][CH3:10].[OH-].[Na+]>C(O)C>[CH2:7]([N:1]([CH2:2][CH2:3][CH2:4][CH3:5])[CH2:2][CH2:3][CH2:4][CH:5]=[O:6])[CH2:8][CH2:9][CH3:10] |f:2.3|. Reported procedure: A! A solution of 4-aminobutyraldehyde diethylacetale (90 ml, 0.5 mole) and butyl bromide (121 ml, 1.1 mole) in ethanol (1.000 ml) was added with a 1N solution of sodium hydroxide (1.130 ml). The reaction mixture was refluxed for 8 hours. The reaction solvent was evaporated off and the aqueous solution was extracted with diethyl ether. The organic phases were combined and anhydrified over sodium sulfate, then evaporated under vacuum. The resulting crude was purified by fractionated distillation t... Reactants: [Al+3], [N-]=[N+]=NCC(O)COCc1ccccc1, [H-], [H-], [H-], [H-], [Li+], C1CCOC1. Yields the product NCC(O)COCc1ccccc1. As a reaction SMILES: [Al+3:17].[CH2:1]([c:2]1[cH:3][cH:4][cH:5][cH:6][cH:7]1)[O:8][CH2:9][CH:10]([CH2:11][N:12]=[N+:13]=[N-:14])[OH:15].[H-:16].[H-:19].[H-:20].[H-:21].[Li+:18].[O:22]1[CH2:23][CH2:24][CH2:25][CH2:26]1>>[CH2:1]([c:2]1[cH:3][cH:4][cH:5][cH:6][cH:7]1)[O:8][CH2:9][CH:10]([CH2:11][NH2:12])[OH:15]. Reactants: COC=1C=C(C=C(C1OC)OC)C(C)=O (3',4',5'-trimethoxyacetophenone), BrC=1C=C2C(=CNC2=CC1)C=O (5-bromoindole-3-carboxaldehyde). Product: BrC=1C=C2C(=CNC2=CC1)/C=C/C(=O)C1=CC(=C(C(=C1)OC)OC)OC ((E)-3-(5-Bromoindol-3-yl)-1-(3,4,5-trimethoxyphenyl)-2-propen-1-one). Yield: 65.7%. Reaction SMILES: [CH3:1][O:2][C:3]1[CH:4]=[C:5]([C:13](=[O:15])[CH3:14])[CH:6]=[C:7]([O:11][CH3:12])[C:8]=1[O:9][CH3:10].[Br:16][C:17]1[CH:18]=[C:19]2[C:23](=[CH:24][CH:25]=1)[NH:22][CH:21]=[C:20]2[CH:26]=O>>[Br:16][C:17]1[CH:18]=[C:19]2[C:23](=[CH:24][CH:25]=1)[NH:22][CH:21]=[C:20]2/[CH:26]=[CH:14]/[C:13]([C:5]1[CH:6]=[C:7]([O:11][CH3:12])[C:8]([O:9][CH3:10])=[C:3]([O:2][CH3:1])[CH:4]=1)=[O:15]. Procedure: Substantially the same procedure as in Example 12 was repeated using 3',4',5'-trimethoxyacetophenone (2.1 g) and 5-bromoindole-3-carboxaldehyde (2.24 g) except that the obtained crystals were recrystallized from ethyl acetate, to give Compound 31 (2.73 g). Starting materials: CCOC(C)=O, CCCCCC, Cc1c(NC(=O)OCC(Cl)(Cl)Cl)c(C)c2c(c1-c1ccccc1)OCC2c1ccc(C(C)C)cc1, NCCCO. Yields the product Cc1c(NC(=O)NCCCO)c(C)c2c(c1-c1ccccc1)OCC2c1ccc(C(C)C)cc1. As a reaction SMILES: [C:41]([O:42][CH2:43][CH3:44])(=[O:45])[CH3:46].[CH3:47][CH2:48][CH2:49][CH2:50][CH2:51][CH3:52].[CH:1]([CH3:2])([CH3:3])[c:4]1[cH:5][cH:6][c:7]([CH:10]2[CH2:11][O:12][c:13]3[c:14]2[c:15]([CH3:35])[c:16]([NH:26][C:27]([O:28][CH2:29][C:30]([Cl:31])([Cl:32])[Cl:33])=[O:34])[c:17]([CH3:25])[c:18]3-[c:19]2[cH:20][cH:21][cH:22][cH:23][cH:24]2)[cH:8][cH:9]1.[NH2:36][CH2:37][CH2:38][CH2:39][OH:40]>>[CH:1]([CH3:2])([CH3:3])[c:4]1[cH:5][cH:6][c:7]([CH:10]2[CH2:11][O:12][c:13]3[c:14]2[c:15]([CH3:35])[c:16]([NH:26][C:27](=[O:34])[NH:36][CH2:37][CH2:38][CH2:39][OH:40])[c:17]([CH3:25])[c:18]3-[c:19]2[cH:20][cH:21][cH:22][cH:23][cH:24]2)[cH:8][cH:9]1. Starting materials: C(CCC)NC1=NC(=C2N=C(N(C2=N1)CC1CN(CCC1)CC)OC)N (N2-Butyl-9-[(1-ethyl-3-piperidinyl)methyl]-8-methoxy-9H-purine-2,6-diamine), Cl (hydrogen chloride). Solvent: CO (methanol), O1CCOCC1 (dioxan). Run at time 5 hour. Yields the product NC1=C2NC(N(C2=NC(=N1)NCCCC)CC1CN(CCC1)CC)=O (6-Amino-2-(butylamino)-9-[(1-ethyl-3-piperidinyl)methyl]-7,9-dihydro-8H-purin-8-one). As a reaction SMILES: [CH2:1]([NH:5][C:6]1[N:14]=[C:13]2[C:9]([N:10]=[C:11]([O:24]C)[N:12]2[CH2:15][CH:16]2[CH2:21][CH2:20][CH2:19][N:18]([CH2:22][CH3:23])[CH2:17]2)=[C:8]([NH2:26])[N:7]=1)[CH2:2][CH2:3][CH3:4].Cl>CO.O1CCOCC1>[NH2:26][C:8]1[N:7]=[C:6]([NH:5][CH2:1][CH2:2][CH2:3][CH3:4])[N:14]=[C:13]2[C:9]=1[NH:10][C:11](=[O:24])[N:12]2[CH2:15][CH:16]1[CH2:21][CH2:20][CH2:19][N:18]([CH2:22][CH3:23])[CH2:17]1. Procedure: N2-Butyl-9-[(1-ethyl-3-piperidinyl)methyl]-8-methoxy-9H-purine-2,6-diamine (120 mg) was dissolved in methanol (2 ml) and 4N hydrogen chloride in dioxan (1 ml) added. After 5 hours the reaction mixture was stripped, quenched with water then made basic with 1M aq potassium carbonate. The resulting solid was filtered, washed and dried to give the title compound as a crystalline solid, yield 86 mg.